Dataset: the Open Reaction Database (ORD), a public repository of structured organic reaction records. Task: describe an organic reaction: reactants, conditions, products, and yield Starting materials: CC(C)(C)ON=O, COC(=O)c1nc(N)sc1C, C1CCOC1, O. RXN SMILES: [N:12]([O:13][C:14]([CH3:15])([CH3:16])[CH3:17])=[O:18].[NH2:1][c:2]1[s:3][c:4]([CH3:11])[c:5]([C:7](=[O:8])[O:9][CH3:10])[n:6]1.[O:19]1[CH2:20][CH2:21][CH2:22][CH2:23]1.[OH2:24]>>[cH:2]1[s:3][c:4]([CH3:11])[c:5]([C:7](=[O:8])[O:9][CH3:10])[n:6]1. Yields the product COC(=O)c1ncsc1C. Starting materials: FC1=CC=C(C=C1)C(CC1=CC=C(C=C1)S(=O)(=O)C)=O (1-(4-fluorophenyl)-2-(4-methylsulfonylphenyl)ethanone), Br (HBr), BrBr (bromine). Run in C(C)(=O)O (acetic acid), C(C)(=O)O (acetic acid). Run at time 1 hour. Product: BrC(C(=O)C1=CC=C(C=C1)F)C1=CC=C(C=C1)S(=O)(=O)C (2-bromo-1-(4-fluorophenyl)-2-(4-methylsulfonylphenyl) ethanone). The yield is 95.0%. Reaction SMILES: [F:1][C:2]1[CH:7]=[CH:6][C:5]([C:8](=[O:20])[CH2:9][C:10]2[CH:15]=[CH:14][C:13]([S:16]([CH3:19])(=[O:18])=[O:17])=[CH:12][CH:11]=2)=[CH:4][CH:3]=1.[BrH:21].BrBr>C(O)(=O)C>[Br:21][CH:9]([C:10]1[CH:15]=[CH:14][C:13]([S:16]([CH3:19])(=[O:17])=[O:18])=[CH:12][CH:11]=1)[C:8]([C:5]1[CH:4]=[CH:3][C:2]([F:1])=[CH:7][CH:6]=1)=[O:20]. Reported procedure: To a stirred slurry of 1-(4-fluorophenyl)-2-(4-methylsulfonylphenyl) ethanone from Step 1 (3.03 g, 10.38 mmol) in acetic acid (40 mL) was added HBr in acetic acid (2 mL, 48% by wt. ) and bromine (0.64 mL, 1.99 g, 12.45 mmol). Within minutes the slurry became homogeneous. After 1 hour, the reaction was concentrated in vacuo, diluted with methylene chloride and reconcentrated in vacuo yielding 2-bromo-1-(4-fluorophenyl)-2-(4-methylsulfonylphenyl) ethanone as a tan solid (3.53 g, 95%) which could b... Run in C1(=CC=CC=C1)C (toluene), C(C)OCC (diethyl ether), N1=CC=CC=C1 (Pyridine). Reactants: CNCCNC (N1,N2-dimethylethane-1,2-diamine), BrC=1C=CC2=C(N=C(S2)N2C[C@@H](CC2)N2CCCCC2)C1 ((R)-5-bromo-2-(3-(piperidin-1-yl)pyrrolidin-1-yl)benzo[d]thiazole), N=1NC(C=CC1)=O (pyridazin-3(2H)-one), C([O-])([O-])=O.[K+].[K+] (potassium carbonate). Reagents/catalysts: [Cu] (copper), [Cu]I (copper(I) iodide). Procedure details: A mixture of (R)-5-bromo-2-(3-(piperidin-1-yl)pyrrolidin-1-yl)benzo[d]thiazole (Example 51, 0.792 g, 2.16 mmol), pyridazin-3(2H)-one (0.415 g, 4.32 mmol), copper powder (0.137 g, 2.16 mmol), copper(I) iodide (57.6 mg, 0.303 mmol), and potassium carbonate (0.896 g, 6.49 mmol) is weighed into a large Biotage microwave vial equipped with a magnetic stirbar. The vial is crimp capped with a septum. Pyridine (17.3 mL) is introduced via syringe. The reaction mixture is purged (vacuum/nitrogen) three ti... Conditions: temperature 117 celsius. The product is N1(CCCCC1)[C@H]1CN(CC1)C=1SC2=C(N1)C=C(C=C2)N2N=CC=CC2=O ((R)-2-(2-(3-(piperidin-1-yl)pyrrolidin-1-yl)benzo[d]thiazol-5-yl)pyridazin-3(2H)-one). As a reaction SMILES: Br[C:2]1[CH:3]=[CH:4][C:5]2[S:9][C:8]([N:10]3[CH2:14][CH2:13][C@@H:12]([N:15]4[CH2:20][CH2:19][CH2:18][CH2:17][CH2:16]4)[CH2:11]3)=[N:7][C:6]=2[CH:21]=1.[N:22]1[NH:23][C:24](=[O:28])[CH:25]=[CH:26][CH:27]=1.C(=O)([O-])[O-].[K+].[K+].CNCCNC>[Cu].[Cu]I.C(OCC)C.C1(C)C=CC=CC=1.N1C=CC=CC=1>[N:15]1([C@@H:12]2[CH2:13][CH2:14][N:10]([C:8]3[S:9][C:5]4[CH:4]=[CH:3][C:2]([N:23]5[C:24](=[O:28])[CH:25]=[CH:26][CH:27]=[N:22]5)=[CH:21][C:6]=4[N:7]=3)[CH2:11]2)[CH2:20][CH2:19][CH2:18][CH2:17][CH2:16]1 |f:2.3.4|. Starting materials: O=C1CCC(=O)N1Br, O=C(OOC(=O)c1ccccc1)c1ccccc1, ClC(Cl)(Cl)Cl, Cc1ccn(C(=O)OC(C)(C)C)n1, CCOC(C)=O. Yields the product CC(C)(C)OC(=O)n1ccc(CBr)n1. As a reaction SMILES: [Br:14][N:15]1[C:16](=[O:17])[CH2:18][CH2:19][C:20]1=[O:21].[C:22]([O:23][O:24][C:25](=[O:26])[c:27]1[cH:28][cH:29][cH:30][cH:31][cH:32]1)(=[O:33])[c:34]1[cH:35][cH:36][cH:37][cH:38][cH:39]1.[C:40]([Cl:41])([Cl:42])([Cl:43])[Cl:44].[CH3:1][c:2]1[n:3][n:4]([C:7](=[O:8])[O:9][C:10]([CH3:11])([CH3:12])[CH3:13])[cH:5][cH:6]1.[CH3:45][CH2:46][O:47][C:48]([CH3:49])=[O:50]>>[CH2:1]([c:2]1[n:3][n:4]([C:7](=[O:8])[O:9][C:10]([CH3:11])([CH3:12])[CH3:13])[cH:5][cH:6]1)[Br:14].